Dataset: the Open Reaction Database (ORD), a public repository of structured organic reaction records. Task: describe an organic reaction: reactants, conditions, products, and yield Starting materials: NC1=NNC(=C1)C (3-amino-5-methylpyrazole), C(C)(=O)CC(C)=O (acetylacetone). The solvent is C(C)(C)O (isopropanol). Product: CC1=NN2C(N=C(C=C2C)C)=C1 (2,5,7-Trimethylpyrazolo[1,5-a]pyrimidine). As a reaction SMILES: [NH2:1][C:2]1[CH:6]=[C:5]([CH3:7])[NH:4][N:3]=1.[C:8]([CH2:11][C:12](=O)[CH3:13])(=O)[CH3:9]>C(O)(C)C>[CH3:7][C:5]1[CH:6]=[C:2]2[N:1]=[C:8]([CH3:9])[CH:11]=[C:12]([CH3:13])[N:3]2[N:4]=1. Procedure: A mixture of 9.7 g of 3-amino-5-methylpyrazole, 13 ml of acetylacetone and 50 ml of isopropanol is heated under reflux for 3 hours. After distilling isopropanol off, the residue is dissolved in dichloromethane, washed with water and dried over anhydrous magnesium sulfate when chloroform is distilled off, 12.7 g of the title compound is obtained as crystals. mp. 70°-73° C. Reactants: Brc1cccnc1, CC(C)(C)OC(=O)N1CCC2(CCNCC2)C1, Cc1ccccc1, CC(=O)[O-], CC(=O)[O-], [Pd+2], c1ccc(P(c2ccccc2)c2ccc3ccccc3c2-c2c(P(c3ccccc3)c3ccccc3)ccc3ccccc23)cc1. The product is CC(C)(C)OC(=O)N1CCC2(CCN(c3cccnc3)CC2)C1. Reaction SMILES: [Br:18][c:19]1[cH:20][n:21][cH:22][cH:23][cH:24]1.[CH2:1]1[N:2]([C:11](=[O:12])[O:13][C:14]([CH3:15])([CH3:16])[CH3:17])[CH2:3][CH2:4][C:5]12[CH2:6][CH2:7][NH:8][CH2:9][CH2:10]2.[CH3:71][c:72]1[cH:73][cH:74][cH:75][cH:76][cH:77]1.[O-:79][C:80]([CH3:81])=[O:82].[O-:83][C:84]([CH3:85])=[O:86].[Pd+2:78].[cH:25]1[cH:26][cH:27][c:28]([P:29]([c:30]2[cH:31][cH:32][c:33]3[c:34]([cH:35][cH:36][cH:37][cH:38]3)[c:39]2-[c:40]2[c:41]3[c:42]([cH:43][cH:44][cH:45][cH:46]3)[cH:47][cH:48][c:49]2[P:50]([c:51]2[cH:52][cH:53][cH:54][cH:55][cH:56]2)[c:57]2[cH:58][cH:59][cH:60][cH:61][cH:62]2)[c:63]2[cH:64][cH:65][cH:66][cH:67][cH:68]2)[cH:69][cH:70]1>>[CH2:1]1[N:2]([C:11](=[O:12])[O:13][C:14]([CH3:15])([CH3:16])[CH3:17])[CH2:3][CH2:4][C:5]12[CH2:6][CH2:7][N:8]([c:19]1[cH:20][n:21][cH:22][cH:23][cH:24]1)[CH2:9][CH2:10]2. Reactants: [N+](=O)([O-])[O-] (nitrate), N(=O)[O-] (nitrite), C1=C2C(=CC(=C1O[C@H]3[C@@H]([C@H]([C@@H]([C@H](O3)CO)O)O)O)O)OC(=O)C=C2 (esculin). Yields the product N1C=CC2=CC=CC=C12 (indole). As a reaction SMILES: [N+]([O-])([O-])=O.[N:5]([O-])=O.[CH:8]1[C:13](O[C@@H]2O[C@H](CO)[C@@H](O)[C@H](O)[C@H]2O)=[C:12](O)[CH:11]=[C:10]2OC([CH:30]=[CH:31][C:9]=12)=O>>[NH:5]1[C:10]2[C:9](=[CH:8][CH:13]=[CH:12][CH:11]=2)[CH:31]=[CH:30]1. Reported procedure: As assayed with the API-NFT test (bioMerieux S.A., Marcy-l′Etiole, France), strain 2.2N can grow at about 41° C., reduce nitrate to nitrite, hydrolyze esculin and gelatin, and form indole. Strain 2.2N cannot produce yellow pigments, urease, arginine dihydrolase and cytochrome oxidase.